Task: describe an organic reaction: reactants, conditions, products, and yield. Dataset: the Open Reaction Database (ORD), a public repository of structured organic reaction records Reactants: CS(C)=O, C[S+](C)(C)=O, CC(OC1CCCCO1)C(=O)c1ccc(Cl)cc1, [H-], [I-], [Na+], O. Yields the product CC(OC1CCCCO1)C1(c2ccc(Cl)cc2)CO1. Reaction SMILES: [CH3:28][S:29](=[O:30])[CH3:31].[CH3:2][S+:3]([CH3:4])([CH3:5])=[O:6].[Cl:9][c:10]1[cH:11][cH:12][c:13]([C:16]([CH:17]([CH3:18])[O:19][CH:20]2[O:21][CH2:22][CH2:23][CH2:24][CH2:25]2)=[O:26])[cH:14][cH:15]1.[H-:7].[I-:1].[Na+:8].[OH2:27]>>[CH2:2]1[C:16]([c:13]2[cH:12][cH:11][c:10]([Cl:9])[cH:15][cH:14]2)([CH:17]([CH3:18])[O:19][CH:20]2[O:21][CH2:22][CH2:23][CH2:24][CH2:25]2)[O:26]1. Starting materials: NC1=NNC=C1C=1OC=CC1 (3-amino-4-furanylpyrazole), CN(C=CC(=O)C=1C=C(C=CC1)NC(CC)=O)C (N-[3-[3-(dimethylamino)-1-oxo-2-propenyl]phenyl]propanamide), C(C)(=O)O (acetic acid). The product is O1C(=CC=C1)C(=O)C=1C=NN2C1N=CC=C2C=2C=C(C=CC2)NC(CC)=O (N-[3-[3-(2-Furanylcarbonyl)pyrazolo[1,5-a]pyrimidin-7-yl]phenyl]propanamide). As a reaction SMILES: [NH2:1][C:2]1[C:6]([C:7]2[O:8][CH:9]=[CH:10][CH:11]=2)=[CH:5][NH:4][N:3]=1.CN(C)[CH:14]=[CH:15][C:16]([C:18]1[CH:19]=[C:20]([NH:24][C:25](=[O:28])[CH2:26][CH3:27])[CH:21]=[CH:22][CH:23]=1)=O.[C:30](O)(=[O:32])C>>[O:32]1[CH:30]=[CH:9][CH:10]=[C:11]1[C:7]([C:6]1[CH:5]=[N:4][N:3]2[C:16]([C:18]3[CH:19]=[C:20]([NH:24][C:25](=[O:28])[CH2:26][CH3:27])[CH:21]=[CH:22][CH:23]=3)=[CH:15][CH:14]=[N:1][C:2]=12)=[O:8]. Procedure: A solution of 1.77 g 3-amino-4-furanylpyrazole and 2.46 g of N-[3-[3-(dimethylamino)-1-oxo-2-propenyl]phenyl]propanamide in 50 ml of glacial acetic acid was refluxed for 8 hours. Removal of all solvents gave a gum which was partitioned between an aqueous saturated sodium bicarbonate solution and methylene chloride. The methylene chloride extract was dried with powdered anhydrous sodium sulfate and then passed through a short column of a hydrous magnesium silicate adsorbent. The eluate was reflux... Reactants: [Si](C)(C)(C(C)(C)C)OCC1=CC(=C(S1)C=O)CC (5-({[t-butyl(dimethyl)silyl]oxy}methyl)-3-ethylthiophene-2-carboxaldehyde), O (water), Example 10 ( 10b ), [BH4-].[Na+] (sodium borohydride). Solvent: CO (methanol). The product is [Si](C)(C)(C(C)(C)C)OCC1=CC(=C(S1)CO)CC ([5-({[t-Butyl(dimethyl)silyl]oxy}methyl)-3-ethyl-2-thienyl]methanol). Isolated yield 94.0%. Reaction SMILES: [Si:1]([O:8][CH2:9][C:10]1[S:14][C:13]([CH:15]=[O:16])=[C:12]([CH2:17][CH3:18])[CH:11]=1)([C:4]([CH3:7])([CH3:6])[CH3:5])([CH3:3])[CH3:2].[BH4-].[Na+].O>CO>[Si:1]([O:8][CH2:9][C:10]1[S:14][C:13]([CH2:15][OH:16])=[C:12]([CH2:17][CH3:18])[CH:11]=1)([C:4]([CH3:7])([CH3:6])[CH3:5])([CH3:2])[CH3:3] |f:1.2|. Procedure: To a solution of 5-({[t-butyl(dimethyl)silyl]oxy}methyl)-3-ethylthiophene-2-carboxaldehyde that was obtained in Example 10 (10b) (1.5 g, 5.8 mmol) in methanol (10 mL) were slowly added sodium borohydride (0.22 g, 5.8 mmol) at 0° C. with stirring, and the resulting mixture was stirred for 30 minutes. After stirring, the solvent was evaporated in vacuo. Subsequently, a solution of the residue obtained in ether was poured into water (20 mL) and extracted with ether. The extract was washed with a sa...